Dataset: the Open Reaction Database (ORD), a public repository of structured organic reaction records. Task: describe an organic reaction: reactants, conditions, products, and yield Starting materials: BrC1=C2C(=NNC2=CC=C1)O (4-bromo-1H-indazol-3-ol), C([O-])([O-])=O.[K+].[K+] (potassium carbonate), C(C(C)(C)C)(=O)O[C@H]1[C@H](O[C@@H]([C@H]([C@@H]1OC(C(C)(C)C)=O)OC(C(C)(C)C)=O)COC(C(C)(C)C)=O)Br (2,3,4,6-tetra-O-pivaloyl-α-D-glucopyranosyl bromide), O (water). Yields the product BrC1=C2C(=NNC2=CC=C1)O[C@H]1[C@H](OC(C(C)(C)C)=O)[C@@H](OC(C(C)(C)C)=O)[C@H](OC(C(C)(C)C)=O)[C@H](O1)COC(C(C)(C)C)=O (4-Bromo-3-(2,3,4,6-tetra-O-pivaloyl-β-D-glucopyranosyloxy)-1H-indazole). Reported procedure: A mixture of 4-bromo-1H-indazol-3-ol (1.27 g), potassium carbonate (1.65 g) and 2,3,4,6-tetra-O-pivaloyl-α-D-glucopyranosyl bromide (which can be prepared in a manner described in literature, for example, Liebigs Ann. Chem. 1982, pp. 41-48; J. Org. Chem. 1996, vol. 61, pp. 9541-9545) (4.15 g) in acetonitrile (20 mL) was stirred at room temperature overnight. The reaction mixture was poured into water, and the resulting mixture was extracted with diethylether. The extract was washed with water an... The solvent is C(C)#N (acetonitrile). RXN SMILES: [Br:1][C:2]1[CH:10]=[CH:9][CH:8]=[C:7]2[C:3]=1[C:4]([OH:11])=[N:5][NH:6]2.C(=O)([O-])[O-].[K+].[K+].[C:18]([O:24][C@@H:25]1[C@@H:30]([O:31][C:32](=[O:37])[C:33]([CH3:36])([CH3:35])[CH3:34])[C@H:29]([O:38][C:39](=[O:44])[C:40]([CH3:43])([CH3:42])[CH3:41])[C@@H:28]([CH2:45][O:46][C:47](=[O:52])[C:48]([CH3:51])([CH3:50])[CH3:49])[O:27][C@@H:26]1Br)(=[O:23])[C:19]([CH3:22])([CH3:21])[CH3:20].O>C(#N)C>[Br:1][C:2]1[CH:10]=[CH:9][CH:8]=[C:7]2[C:3]=1[C:4]([O:11][C@@H:26]1[O:27][C@H:28]([CH2:45][O:46][C:47](=[O:52])[C:48]([CH3:51])([CH3:50])[CH3:49])[C@@H:29]([O:38][C:39](=[O:44])[C:40]([CH3:41])([CH3:42])[CH3:43])[C@H:30]([O:31][C:32](=[O:37])[C:33]([CH3:34])([CH3:35])[CH3:36])[C@H:25]1[O:24][C:18](=[O:23])[C:19]([CH3:22])([CH3:20])[CH3:21])=[N:5][NH:6]2 |f:1.2.3|. The solvent is O1CCCC1 (tetrahydrofuran). The reactants are BrC(Br)(Br)Br (tetrabromomethane), CC(C(=O)OC)C(=O)OC (dimethyl methylmalonate), C(Br)(Br)Br (bromoform). Reagents/catalysts: O.O.O.[F-].C(CCC)[N+](CCCC)(CCCC)CCCC (tetra-n-butylammonium fluoride trihydrate). Isolated yield 87.5%. Reported procedure: A solution of 3.25 g tetrabromomethane (10 mmol), 1.46 g dimethyl methylmalonate (10 mmol), and 100 mg tetra-n-butylammonium fluoride trihydrate (0.316 mmol) in 5 mL tetrahydrofuran (THF) was stirred for 10 min at 24° C. Gas chromatographic analysis of the resulting mixture showed that it contained 87% yield of both dimethyl α-bromo-α-methylmalonate (1.97 g) and bromoform (2.2 g). As a reaction SMILES: [Br:1]C(Br)(Br)Br.[CH3:6][CH:7]([C:12]([O:14][CH3:15])=[O:13])[C:8]([O:10][CH3:11])=[O:9].C(Br)(Br)Br>O1CCCC1.O.O.O.[F-].C([N+](CCCC)(CCCC)CCCC)CCC>[Br:1][C:7]([CH3:6])([C:12]([O:14][CH3:15])=[O:13])[C:8]([O:10][CH3:11])=[O:9] |f:4.5.6.7.8|. Yields the product BrC(C(=O)OC)(C(=O)OC)C (dimethyl α-bromo-α-methylmalonate). The reactants are D4, FC1=C(C#N)C=C(C=C1)C=O (2-fluoro-5-formylbenzonitrile), ClC1=CC=C(C=N1)O (6-chloropyridin-3-ol). Product: ClC1=CC=C(C=N1)OC1=C(C#N)C=C(C=C1)C=O (2-((6-chloropyridin-3-yl)oxy)-5-formylbenzonitrile). RXN SMILES: F[C:2]1[CH:9]=[CH:8][C:7]([CH:10]=[O:11])=[CH:6][C:3]=1[C:4]#[N:5].[Cl:12][C:13]1[N:18]=[CH:17][C:16]([OH:19])=[CH:15][CH:14]=1>>[Cl:12][C:13]1[N:18]=[CH:17][C:16]([O:19][C:2]2[CH:9]=[CH:8][C:7]([CH:10]=[O:11])=[CH:6][C:3]=2[C:4]#[N:5])=[CH:15][CH:14]=1. Reported procedure: The title compound was prepared by a procedure similar to that described for D4 starting from 2-fluoro-5-formylbenzonitrile and 6-chloropyridin-3-ol. Reactants: S(=O)(=O)(O)C1=CC=C(C)C=C1.OC[C@H]1[C@H]2CC[C@@H](C[C@@H]1C1=CC(=C(C=C1)Cl)Cl)N2C ((1R,2R,3S)-2-hydroxymethyl-3-(3,4-dichlorophenyl)tropane tosylate), [O-]CC.[Na+] (Sodium ethoxide). The solvent is C(C)O (ethanol), C(C)O (ethanol). Product: C(C)OC[C@H]1[C@H]2CC[C@@H](C[C@@H]1C1=CC(=C(C=C1)Cl)Cl)N2C ((1R,2R,3S)-2-ethoxymethyl-3-(3,4-dichlorophenyl)tropane). The yield is 96.9%. As a reaction SMILES: S([C:5]1C=CC(C)=C[CH:6]=1)(O)(=O)=O.[OH:12][CH2:13][C@@H:14]1[C@@H:20]([C:21]2[CH:26]=[CH:25][C:24]([Cl:27])=[C:23]([Cl:28])[CH:22]=2)[CH2:19][C@H:18]2[N:29]([CH3:30])[C@@H:15]1[CH2:16][CH2:17]2.[O-]CC.[Na+]>C(O)C>[CH2:5]([O:12][CH2:13][C@@H:14]1[C@@H:20]([C:21]2[CH:26]=[CH:25][C:24]([Cl:27])=[C:23]([Cl:28])[CH:22]=2)[CH2:19][C@H:18]2[N:29]([CH3:30])[C@@H:15]1[CH2:16][CH2:17]2)[CH3:6] |f:0.1,2.3|. Procedure: (1R,2R,3S)-2-hydroxymethyl-3-(3,4-dichlorophenyl)tropane tosylate (2.5 g, 5.5 mmol) was dissolved in anhydrous ethanol (20 ml). Sodium ethoxide in ethanol (2.4 ml, 2.5 M, 6 mmol) was added and the reaction mixture was refluxed for 72 hours. The solvent was evaporated off. The residue was stirred with water and other and extracted three times with other (3×50 ml) and dried over MgSO4. Evaporation of the solvent yields 1.75 g of the title compound. The product was purified by column chromatography... The reactants are C(#CCCCCCCCCCCC)C=1C=NC=CC1C=O (3-(1-tridecynyl)pyridine-4-carboxaldehyde), C(CC(=O)OCC)(=O)OCC (diethyl malonate), C(C1=CC=CC=C1)(=O)O (benzoic acid), N1CCCCC1 (piperidine). Solvent: C1=CC=CC=C1 (benzene), O (water), CCOCC (ether). The product is C(#CCCCCCCCCCCC)C=1C=NC=CC1C=C(C(=O)OCC)C(=O)OCC (Diethyl 2-[3-(1-tridecynyl)-4-pyridyl]methylenepropan-1,3-dioate). The yield is 45.8%. RXN SMILES: [C:1]([C:14]1[CH:15]=[N:16][CH:17]=[CH:18][C:19]=1[CH:20]=O)#[C:2][CH2:3][CH2:4][CH2:5][CH2:6][CH2:7][CH2:8][CH2:9][CH2:10][CH2:11][CH2:12][CH3:13].[C:22]([O:30][CH2:31][CH3:32])(=[O:29])[CH2:23][C:24]([O:26][CH2:27][CH3:28])=[O:25].C(O)(=O)C1C=CC=CC=1.N1CCCCC1>C1C=CC=CC=1.CCOCC.O>[C:1]([C:14]1[CH:15]=[N:16][CH:17]=[CH:18][C:19]=1[CH:20]=[C:23]([C:24]([O:26][CH2:27][CH3:28])=[O:25])[C:22]([O:30][CH2:31][CH3:32])=[O:29])#[C:2][CH2:3][CH2:4][CH2:5][CH2:6][CH2:7][CH2:8][CH2:9][CH2:10][CH2:11][CH2:12][CH3:13]. Procedure details: A mixture of 3-(1-tridecynyl)pyridine-4-carboxaldehyde (7.13 g, 25 mmole, from Example 1), diethyl malonate (4.12 g), benzoic acid (0.145 g) and piperidine (0.18 ml) in benzene (45 ml) was refluxed under conditions of water removal for 24 hours. After cooling, ether was added and the solution was washed with dilute sodium bicarbonate solution and dried. Evaporation and distillation of excess diethyl malonate under reduced pressure afforded an oil which on silica gel chromatography gave 4.90 g (4...